From a dataset of the Open Reaction Database (ORD), a public repository of structured organic reaction records. describe an organic reaction: reactants, conditions, products, and yield The reactants are C(CCC)[Li] (n-butyllithium), C1CCOC1 (THF), C(=O)[C@@H]1CC[C@@H]2N(CCN(C2)C2=NC=C(C=N2)F)C1 ((7R,9aS)-7-formyl-2-(5-fluoropyrimidin-2-yl)-2,3,4,6,7,8,9,9a-octahydro-1H-pyrido[1,2-a]pyrazine), C1CCOC1 (THF). Reagents/catalysts: [Cl-].C(C1=CC=CC=C1)[P+](C1=CC=CC=C1)(C1=CC=CC=C1)C1=CC=CC=C1 (benzyl triphenyl phosphonium chloride). Run at time 15 minute. Yields the product C1(=CC=CC=C1)C=CC1CCC2N(CCN(C2)C2=NC=C(C=N2)F)C1 (7-(2-phenyl)ethenyl-2-(5-fluoropyrimidin-2-yl)-2,3,4,6,7,8,9,9a-octahydro-1H-pyrido[1,2-a]pyrazine). As a reaction SMILES: [CH2:1]([Li])[CH2:2][CH2:3]C.[CH:6]([C@H:8]1[CH2:24][N:12]2[CH2:13][CH2:14][N:15]([C:17]3[N:22]=[CH:21][C:20]([F:23])=[CH:19][N:18]=3)[CH2:16][C@@H:11]2[CH2:10][CH2:9]1)=O.[CH2:25]1[CH2:29]O[CH2:27][CH2:26]1>[Cl-].C([P+](C1C=CC=CC=1)(C1C=CC=CC=1)C1C=CC=CC=1)C1C=CC=CC=1>[C:25]1([CH:29]=[CH:6][CH:8]2[CH2:24][N:12]3[CH2:13][CH2:14][N:15]([C:17]4[N:22]=[CH:21][C:20]([F:23])=[CH:19][N:18]=4)[CH2:16][CH:11]3[CH2:10][CH2:9]2)[CH:3]=[CH:2][CH:1]=[CH:27][CH:26]=1 |f:3.4|. Procedure details: A solution of 1.70 g (4.38 mmol) of benzyl triphenyl phosphonium chloride in 20 mL of dry THF was chilled to −78° C. and treated with 1.75 mL (4.38 mmol) of n-butyllithium (2.5 M in hexane). After 15 min, 1.05 g (3.98 mmol) of (7R,9aS)-7-formyl-2-(5-fluoropyrimidin-2-yl)-2,3,4,6,7,8,9,9a-octahydro-1H-pyrido[1,2-a]pyrazine in 20 mL of dry THF was added dropwise over 30 min, the cooling bath was removed and the solution allowed to warm slowly to ambient temperature overnight (16 h). The solution w... The reactants are BrC=1C=C(N)C=CC1CC (3-bromo-4-ethyl-aniline), Cl.O1CCOCC1 (HCl dioxane), C1=NN=CC2=CC=CC=C12 (phthalazine). Solvent: CO (methanol), CCOC(=O)C (EtOAc), N (NH3). Conditions: temperature 70 celsius, time 2 hour. Product: BrC=1C=C(NC2=NN=C(C3=CC=CC=C23)CC2=CC(=NC=C2)OC)C=CC1CC (1-(3-Bromo-4-ethyl-anilino)-4-[2-methoxy-(pyridin-4-yl)-methyl]-phthalazine). Reaction SMILES: [Br:1][C:2]1[CH:3]=[C:4]([CH:6]=[CH:7][C:8]=1[CH2:9][CH3:10])[NH2:5].Cl.O1[CH2:17][CH2:16][O:15][CH2:14]C1.[CH:18]1[C:27]2[C:22](=[CH:23][CH:24]=[CH:25][CH:26]=2)[CH:21]=[N:20][N:19]=1>CO.CCOC(C)=O.N>[Br:1][C:2]1[CH:3]=[C:4]([CH:6]=[CH:7][C:8]=1[CH2:9][CH3:10])[NH:5][C:18]1[C:27]2[C:22](=[CH:23][CH:24]=[CH:25][CH:26]=2)[C:21]([CH2:8][C:2]2[CH:3]=[CH:4][N:5]=[C:16]([O:15][CH3:14])[CH:17]=2)=[N:20][N:19]=1 |f:1.2|. Procedure: Under N2-atmosphere, 0.73 g (3.7 mMol) 3-bromo-4-ethyl-aniline and 0.82 ml 4 N HCl/dioxane are added to 1.00 g (3.5 mMol) 1-chloro-4-[2-methoxy-pyridin-4-yl)methyl]phthalazine in 12 ml methanol, and the mixture is stirred for 2 h at 70° C. After cooling, the resulting yellow solution is diluted with EtOAc and 2.5% NH3 solution, and the aqueous phase is removed and extracted twice with EtOAct. The organic phases are washed with water and brine, dried (Na2SO4) and evaporated with a RE. After addit... Starting materials: acyloxyalkyl carbamates, C1CC1(C(=O)O)N (ACPC), CC1=C(C(=O)OCCOC(=O)ON2C(CCC2=O)=O)C=CC=C1 ((2,5-dioxoazolidinyloxycarbonyloxy)ethyl 2-methylbenzoate). The product is CC1=C(C=CC=C1)C(=O)OCCOC(=O)NC1(CC1)C(=O)O (1-{[(2-Methylphenylcarbonyloxy)ethoxy]carbonylamino}cyclopropanecarboxylic Acid). Yield: 43.3%. Reaction SMILES: [CH2:1]1[C:3]([NH2:7])([C:4]([OH:6])=[O:5])[CH2:2]1.[CH3:8][C:9]1[CH:30]=[CH:29][CH:28]=[CH:27][C:10]=1[C:11]([O:13][CH2:14][CH2:15][O:16][C:17](ON1C(=O)CCC1=O)=[O:18])=[O:12]>>[CH3:8][C:9]1[CH:30]=[CH:29][CH:28]=[CH:27][C:10]=1[C:11]([O:13][CH2:14][CH2:15][O:16][C:17]([NH:7][C:3]1([C:4]([OH:6])=[O:5])[CH2:2][CH2:1]1)=[O:18])=[O:12]. Reported procedure: Following the general procedure for the synthesis of acyloxyalkyl carbamates, ACPC (121 mg, 1.2 mmol) and (2,5-dioxoazolidinyloxycarbonyloxy)ethyl 2-methylbenzoate (321 mg, 1.0 mmol) were reacted to provide 133 mg (43% yield) of the title compound (3) as a white powder after work-up and mass-guided preparative HPLC purification. 1H NMR (CDCl3, 400 MHz): δ=7.85 (d, 1H), 7.40 (t, 1H), 7.21 (t, 2H), 7.01 (q, 1H), 5.79 (br s, 0.3H), 5.41 (s, 0.7H), 2.58 (s, 3H), 1.60 (m, 5H), 1.30 (m, 2H). MS (ESI) ... Product: FC1=CC=C(C=C1)[C@H](O)C1=NC2=CC=CC=C2C(=N1)NC1=NNC(=C1)C ((S)-(4-fluorophenyl)(4-((5-methyl-1H-pyrazol-3-yl)amino)quinazolin-2-yl)methanol). Reaction SMILES: [F:1][C:2]1[CH:7]=[CH:6][C:5]([C:8]([C:10]2[N:19]=[C:18]([NH:20][C:21]3[CH:25]=[C:24]([CH3:26])[NH:23][N:22]=3)[C:17]3[C:12](=[CH:13][CH:14]=[CH:15][CH:16]=3)[N:11]=2)=[O:9])=[CH:4][CH:3]=1.CC([O-])(C)C.[K+].CC(O)(C)C.CC(O)C.O.[H][H]>CO>[F:1][C:2]1[CH:7]=[CH:6][C:5]([C@@H:8]([C:10]2[N:19]=[C:18]([NH:20][C:21]3[CH:25]=[C:24]([CH3:26])[NH:23][N:22]=3)[C:17]3[C:12](=[CH:13][CH:14]=[CH:15][CH:16]=3)[N:11]=2)[OH:9])=[CH:4][CH:3]=1 |f:1.2.3,4.5|. The yield is 1066.7%. Run in CO (MeOH). Procedure: A stirred mixture of compound 1 (418 mg, 1.2 mmol) and (R)—P-Phos RuCl2(R)-DAIPEN (5.4 mg, 0.0048 mmol) at room temperature was subjected to five cycles pressurizing with nitrogen to 40 psi and then depressurizing. Then KOtBu/tBuOH (1 M, 14.4 μL, 0.0144 mmol) in 9:1 i-PrOH/H2O (4 mL) was added and the mixture was subjected to five cycles of pressurizing with nitrogen to 40 psi and then depressurizing. The stirred mixture was then subjected to ten cycles of pressurizing with hydrogen to 435 psi a... Conditions: temperature 50 celsius, time 18 hour. The reactants are [H][H] (hydrogen), FC1=CC=C(C=C1)C(=O)C1=NC2=CC=CC=C2C(=N1)NC1=NNC(=C1)C ((4-fluorophenyl)(4-(5-methyl-1H-pyrazol-3-ylamino)quinazolin-2-yl)methanone), (R)—P-Phos RuCl2, CC(C)(C)[O-].[K+].CC(C)(C)O (KOtBu tBuOH), CC(C)O.O (i-PrOH H2O). Reactants: O=C([O-])[O-], COC(=O)c1ccc(Br)c(Cl)n1, Cc1ccccc1, Cl, [Cs+], [Cs+], FC1(F)CCNC1, O=C(C=Cc1ccccc1)C=Cc1ccccc1, O=C(C=Cc1ccccc1)C=Cc1ccccc1, O=C(C=Cc1ccccc1)C=Cc1ccccc1, [Pd], [Pd]. The product is COC(=O)c1ccc(N2CCC(F)(F)C2)c(Cl)n1. Reaction SMILES: [C:21](=[O:22])([O-:23])[O-:24].[CH3:1][O:2][C:3](=[O:4])[c:5]1[n:6][c:7]([Cl:12])[c:8]([Br:11])[cH:9][cH:10]1.[CH3:27][c:28]1[cH:29][cH:30][cH:31][cH:32][cH:33]1.[ClH:13].[Cs+:25].[Cs+:26].[F:14][C:15]1([F:20])[CH2:16][NH:17][CH2:18][CH2:19]1.[O:36]=[C:37]([CH:38]=[CH:39][c:40]1[cH:41][cH:42][cH:43][cH:44][cH:45]1)[CH:46]=[CH:47][c:48]1[cH:49][cH:50][cH:51][cH:52][cH:53]1.[O:54]=[C:55]([CH:56]=[CH:57][c:58]1[cH:59][cH:60][cH:61][cH:62][cH:63]1)[CH:64]=[CH:65][c:66]1[cH:67][cH:68][cH:69][cH:70][cH:71]1.[O:72]=[C:73]([CH:74]=[CH:75][c:76]1[cH:77][cH:78][cH:79][cH:80][cH:81]1)[CH:82]=[CH:83][c:84]1[cH:85][cH:86][cH:87][cH:88][cH:89]1.[Pd:34].[Pd:35]>>[CH3:1][O:2][C:3](=[O:4])[c:5]1[n:6][c:7]([Cl:12])[c:8]([N:17]2[CH2:16][C:15]([F:14])([F:20])[CH2:19][CH2:18]2)[cH:9][cH:10]1.